This data is from the Open Reaction Database (ORD), a public repository of structured organic reaction records. The task is: describe an organic reaction: reactants, conditions, products, and yield Starting materials: C(CCC)C1N=C(CCCC1)OC (2-butyl-3,4,5,6-tetrahydro-7-methoxy-2H-azepine), [Cl-].[NH4+] (ammonium chloride). Solvent: CO (MeOH). Yields the product Cl.C(CCC)C1CCCCC(N1)=N (7-butylhexahydro-1H-azepin-2-imine, monohydrochloride). The yield is 90.3%. As a reaction SMILES: [CH2:1]([CH:5]1[CH2:11][CH2:10][CH2:9][CH2:8][C:7](OC)=[N:6]1)[CH2:2][CH2:3][CH3:4].[Cl-:14].[NH4+:15]>CO>[ClH:14].[CH2:1]([CH:5]1[NH:6][C:7](=[NH:15])[CH2:8][CH2:9][CH2:10][CH2:11]1)[CH2:2][CH2:3][CH3:4] |f:1.2,4.5|. Procedure details: The product of EXAMPLE 186 (500 mg, 2.7 mmol) in 20 mL of MeOH was reacted with ammonium chloride (124 mg, 2.3 mmol) by the method of EXAMPLE 27 to yield 425 mg (74%) of the title material. The reactants are solid, [K+].BrC1=CC(=CC2=C1N=C(S2)[S-])C#N (4-bromo-6-cyanobenzo[d]thiazole-2-thiolate potassium salt), [K].SC=1SC=2C(=NC=C(C2)C(=O)OCC)N1 (ethyl 2-mercaptothiazolo[4,5-b]pyridine-6-carboxylate potassium salt). Product: BrC1=CC(=CC2=C1N=C(S2)SC)C#N (4-Bromo-2-(methylthio)benzo[d]thiazole-6-carbonitrile). As a reaction SMILES: [K+].[Br:2][C:3]1[C:8]2[N:9]=[C:10]([S-:12])[S:11][C:7]=2[CH:6]=[C:5]([C:13]#[N:14])[CH:4]=1.[K].S[C:17]1SC2C(N=1)=NC=C(C(OCC)=O)C=2>>[Br:2][C:3]1[C:8]2[N:9]=[C:10]([S:12][CH3:17])[S:11][C:7]=2[CH:6]=[C:5]([C:13]#[N:14])[CH:4]=1 |f:0.1,2.3,^1:14|. Reported procedure: 4-Bromo-2-(methylthio)benzo[d]thiazole-6-carbonitrile was synthesized as a yellow solid (1.0 g, 12%) using a procedure analogous to that described in Step 2 of Example 114, substituting 4-bromo-6-cyanobenzo[d]thiazole-2-thiolate potassium salt from the previous step for ethyl 2-mercaptothiazolo[4,5-b]pyridine-6-carboxylate potassium salt used in Example 114. LCMS (ESI) m/z 284, 286 (M+H)+. Starting materials: C(C)OC(=O)C1=C(C2=C(S1)CCCC2)N (3-amino-4,5,6,7-tetrahydro-benzo[b]thiophene-2-carboxylic acid ethyl ester), Cl.ClC(=N)N (chloroformamidine hydrochloride), COCCOCCOC (diethylene glycol dimethyl ether), NC1=NC(C2=C(N1)C1=C(S2)CCCC1)=O (2-Amino-6,7,8,9-tetrahydro-1H-benzo[4,5]thieno[3,2-d]pyrimidin-4-one). Run at temperature 160 celsius. Yields the product CN1CCN(CC1)C=1C2=C(N=C(N1)N)C1=C(S2)CCCC1 (4-(4-Methyl-piperazin-1-yl)-6,7,8,9-tetrahydro-benzo[4,5]thieno[3,2-d]pyrimidin-2-ylamine). As a reaction SMILES: [NH2:1][C:2]1[NH:7][C:6]2[C:8]3[CH2:14][CH2:13][CH2:12][CH2:11][C:9]=3[S:10][C:5]=2[C:4](=O)[N:3]=1.C(OC(C1SC2CCCC[C:23]=2[C:22]=1[NH2:30])=O)C.Cl.Cl[C:33](N)=[NH:34].COCCO[CH2:41][CH2:42]OC>>[CH3:33][N:34]1[CH2:42][CH2:41][N:30]([C:4]2[C:5]3[S:10][C:9]4[CH2:11][CH2:12][CH2:13][CH2:14][C:8]=4[C:6]=3[N:7]=[C:2]([NH2:1])[N:3]=2)[CH2:22][CH2:23]1 |f:2.3|. Procedure: 2-Amino-6,7,8,9-tetrahydro-1H-benzo[4,5]thieno[3,2-d]pyrimidin-4-one A 48 mL sealed tube was charged with 3-amino-4,5,6,7-tetrahydro-benzo[b]thiophene-2-carboxylic acid ethyl ester (2.8 g, 12.3 mmol), chloroformamidine hydrochloride (2.0 g, 17.2 mmol), and diethylene glycol dimethyl ether (24.6 mL). The tube was sealed and heated to 160° C. for 12 h with vigorous stirring. Filtration afforded the desired compound as a beige solid (2.6 g). MS: No signal. 1H NMR (400 MHz, d6-DMSO) δ ppm 2.84-2.73 ... The reactants are COc1cc(COc2ncccc2C#N)ccc1OCc1nc(-c2ccco2)oc1C, CC(C)C[Al+]CC(C)C, Cc1ccccc1, CCOC(C)=O, CCCCCC, [Cl-], [H-], [NH4+]. Product: COc1cc(COc2ncccc2C=O)ccc1OCc1nc(-c2ccco2)oc1C. Reaction SMILES: [C:1](#[N:2])[c:3]1[c:4]([O:9][CH2:10][c:11]2[cH:12][c:13]([O:30][CH3:31])[c:14]([O:17][CH2:18][c:19]3[n:20][c:21](-[c:25]4[o:26][cH:27][cH:28][cH:29]4)[o:22][c:23]3[CH3:24])[cH:15][cH:16]2)[n:5][cH:6][cH:7][cH:8]1.[CH2:40]([Al+:41][CH2:42][CH:43]([CH3:44])[CH3:45])[CH:46]([CH3:47])[CH3:48].[CH3:32][c:33]1[cH:34][cH:35][cH:36][cH:37][cH:38]1.[CH3:51][CH2:52][O:53][C:54](=[O:55])[CH3:56].[CH3:57][CH2:58][CH2:59][CH2:60][CH2:61][CH3:62].[Cl-:49].[H-:39].[NH4+:50]>>[CH:1]([c:3]1[c:4]([O:9][CH2:10][c:11]2[cH:12][c:13]([O:30][CH3:31])[c:14]([O:17][CH2:18][c:19]3[n:20][c:21](-[c:25]4[o:26][cH:27][cH:28][cH:29]4)[o:22][c:23]3[CH3:24])[cH:15][cH:16]2)[n:5][cH:6][cH:7][cH:8]1)=[O:53].